From a dataset of the Open Reaction Database (ORD), a public repository of structured organic reaction records. describe an organic reaction: reactants, conditions, products, and yield Reactants: N1=CC=C(C=C1)N1CCC(CC1)CNC1=NC=CC=C1C(=O)[O-].[NH4+] (ammonium 2-[[1-(4-pyridinyl)piperidin-4-ylmethyl]amino]pyridine-3-carboxylate), S(=O)(Cl)Cl (thionyl chloride), NC=1SC2=C(N1)C=CC(=C2)Cl (2-amino-6-chlorobenzothiazole). The solvent is C(Cl)Cl (methylene chloride), N1=CC=CC=C1 (pyridine). Run at time 3 hour. The product is ClC1=CC2=C(N=C(S2)NC(=O)C=2C(=NC=CC2)NCC2CCN(CC2)C2=CC=NC=C2)C=C1 (N-(6-Chlorobenzothiazol-2-yl)-2-[[1-(4-pyridinyl)piperidin-4-ylmethyl]amino]pyridine-3-carboxamide). Isolated yield 11.1%. RXN SMILES: [N:1]1[CH:6]=[CH:5][C:4]([N:7]2[CH2:12][CH2:11][CH:10]([CH2:13][NH:14][C:15]3[C:20]([C:21]([O-:23])=O)=[CH:19][CH:18]=[CH:17][N:16]=3)[CH2:9][CH2:8]2)=[CH:3][CH:2]=1.[NH4+].S(Cl)(Cl)=O.[NH2:29][C:30]1[S:31][C:32]2[CH:38]=[C:37]([Cl:39])[CH:36]=[CH:35][C:33]=2[N:34]=1>C(Cl)Cl.N1C=CC=CC=1>[Cl:39][C:37]1[CH:36]=[CH:35][C:33]2[N:34]=[C:30]([NH:29][C:21]([C:20]3[C:15]([NH:14][CH2:13][CH:10]4[CH2:9][CH2:8][N:7]([C:4]5[CH:5]=[CH:6][N:1]=[CH:2][CH:3]=5)[CH2:12][CH2:11]4)=[N:16][CH:17]=[CH:18][CH:19]=3)=[O:23])[S:31][C:32]=2[CH:38]=1 |f:0.1|. Procedure: A solution of ammonium 2-[[1-(4-pyridinyl)piperidin-4-ylmethyl]amino]pyridine-3-carboxylate (400 mg, 1.28 mmol) in methylene chloride (5 mL) was treated with thionyl chloride (0.112 mL, 1.54 mmol) and the mixture was heated at reflux. After 3 h, the mixture was cooled and then treated dropwise with a solution of 2-amino-6-chlorobenzothiazole (284 mg, 1.54 mmol) in pyridine (5 mL). After 1 h, the mixture was concentrated in the presence of silica gel. The residue was purified by column chromatogr... Starting materials: aqueous solution, [OH-].[Na+] (sodium hydroxide), N1(CCCC1)C1=CC=C(C=C1)C(C(=O)O)(C)C1=CC=C(C=C1)N1CCCC1 (2,2-bis(4-pyrrolidinophenyl)propionic acid), S(=O)(=O)([O-])OOS(=O)(=O)[O-].[K+].[K+] (potassium persulfate). Run at time 1 hour. Yields the product N1(CCCC1)C1=CC=C(C=C1)C(=C)C1=CC=C(C=C1)N1CCCC1 (1,1-bis(4-pyrrolidinophenyl)ethylene). Yield: 80.1%. As a reaction SMILES: [OH-].[Na+].[N:3]1([C:8]2[CH:13]=[CH:12][C:11]([C:14]([C:19]3[CH:24]=[CH:23][C:22]([N:25]4[CH2:29][CH2:28][CH2:27][CH2:26]4)=[CH:21][CH:20]=3)(C)[C:15](O)=O)=[CH:10][CH:9]=2)[CH2:7][CH2:6][CH2:5][CH2:4]1.S(OOS([O-])(=O)=O)([O-])(=O)=O.[K+].[K+]>>[N:3]1([C:8]2[CH:9]=[CH:10][C:11]([C:14]([C:19]3[CH:24]=[CH:23][C:22]([N:25]4[CH2:26][CH2:27][CH2:28][CH2:29]4)=[CH:21][CH:20]=3)=[CH2:15])=[CH:12][CH:13]=2)[CH2:4][CH2:5][CH2:6][CH2:7]1 |f:0.1,3.4.5|. Reported procedure: Into 100 ml of 5% aqueous solution of sodium hydroxide was dissolved 10 g of 2,2-bis(4-pyrrolidinophenyl)propionic acid. Thereto was added 9.2 g of potassium persulfate and the mixture was reacted with stirring for one hour. The resulting precipitates were collected by filtration and recrystallized from methanol to obtain 7.0 g (yield 80%) of 1,1-bis(4-pyrrolidinophenyl)ethylene, having a melting point of 221°~223° C. Starting materials: CCCCCCCCBr, O=C([O-])[O-], Cc1ccc(-c2ccc(OCc3ccccc3)cc2)n1-c1ccc(O)cc1, [K+], [K+], CN(C)C=O, O. The product is CCCCCCCCOc1ccc(-n2c(C)ccc2-c2ccc(OCc3ccccc3)cc2)cc1. RXN SMILES: [Br:28][CH2:29][CH2:30][CH2:31][CH2:32][CH2:33][CH2:34][CH2:35][CH3:36].[C:37](=[O:38])([O-:39])[O-:40].[CH2:1]([c:2]1[cH:3][cH:4][cH:5][cH:6][cH:7]1)[O:8][c:9]1[cH:10][cH:11][c:12](-[c:15]2[n:16](-[c:21]3[cH:22][cH:23][c:24]([OH:27])[cH:25][cH:26]3)[c:17]([CH3:20])[cH:18][cH:19]2)[cH:13][cH:14]1.[K+:41].[K+:42].[O:44]=[CH:45][N:46]([CH3:47])[CH3:48].[OH2:43]>>[CH2:1]([c:2]1[cH:3][cH:4][cH:5][cH:6][cH:7]1)[O:8][c:9]1[cH:10][cH:11][c:12](-[c:15]2[n:16](-[c:21]3[cH:22][cH:23][c:24]([O:27][CH2:29][CH2:30][CH2:31][CH2:32][CH2:33][CH2:34][CH2:35][CH3:36])[cH:25][cH:26]3)[c:17]([CH3:20])[cH:18][cH:19]2)[cH:13][cH:14]1. The reactants are C(CC)NC(C1=CC(=CC=C1)Br)=O (N-n-propyl-3-bromobenzamide), FC1=CC=C(C=C1)B(O)O (4-fluorophenylboronic acid). Product: C(CC)NC(C1=CC(=CC=C1)C1=CC=C(C=C1)F)=O (N-n-propyl 3-((4′-fluoro)-phenyl)benzamide). Isolated yield 70.0%. RXN SMILES: [CH2:1]([NH:4][C:5](=[O:13])[C:6]1[CH:11]=[CH:10][CH:9]=[C:8](Br)[CH:7]=1)[CH2:2][CH3:3].[F:14][C:15]1[CH:20]=[CH:19][C:18](B(O)O)=[CH:17][CH:16]=1>>[CH2:1]([NH:4][C:5](=[O:13])[C:6]1[CH:11]=[CH:10][CH:9]=[C:8]([C:18]2[CH:19]=[CH:20][C:15]([F:14])=[CH:16][CH:17]=2)[CH:7]=1)[CH2:2][CH3:3]. Reported procedure: Using Preparation Method 2, N-n-propyl-3-bromobenzamide from Example 1A as reacted with 4-fluorophenylboronic acid. The resulting reaction mixture was purified using SiO2 with CH2Cl2/Petroleum Ether 80:20 to CH2Cl2/Ethyl Acetate 80:20 to give a white solid (70%). NMR 1H (ppm, CDCl3): 7.94 (t, J4=2.1 Hz, 1H), 7.66 (tt, J3=7.8 Hz, J4=0.9 Hz, 2H), 7.58-7.53 (m, 2H), 7.47 (t, J3=7.8 Hz, 1H), 7.13 (t, J3=9 Hz, 2H), 6.12 (br. s., 1H), 3.47-3.40 (m, 2H), 1.65 (sext., J3=7.5 Hz, 2H), 0.99 (t, J3=7.44 Hz...